Dataset: the Open Reaction Database (ORD), a public repository of structured organic reaction records. Task: describe an organic reaction: reactants, conditions, products, and yield Starting materials: C(C)OC(=O)C1=C(N=C(N=N1)S)O (5-hydroxy-3-mercapto-1,2,4-triazine-6-carboxylic acid ethyl ester), C([O-])([O-])=O.[K+].[K+] (potassium carbonate), CI (methyl iodide). Run in CN(C)C=O (DMF). Reaction conditions: time 1 hour. The product is C(C)OC(=O)C1=C(N=C(N=N1)SC)O (5-Hydroxy-3-methylsulfanyl-1,2,4-triazine-6-carboxylic acid ethyl ester). Reaction SMILES: [CH2:1]([O:3][C:4]([C:6]1[N:11]=[N:10][C:9]([SH:12])=[N:8][C:7]=1[OH:13])=[O:5])[CH3:2].[C:14](=O)([O-])[O-].[K+].[K+].CI>CN(C=O)C>[CH2:1]([O:3][C:4]([C:6]1[N:11]=[N:10][C:9]([S:12][CH3:14])=[N:8][C:7]=1[OH:13])=[O:5])[CH3:2] |f:1.2.3|. Procedure: To a 0° C. solution of 29.0 g (144.1 mmol) of 5-hydroxy-3-mercapto-1,2,4-triazine-6-carboxylic acid ethyl ester in 75 mL of DMF was added 14.4 g (144.1 mmol) of potassium carbonate. The reaction mixture was stirred for 1 hour, and 24.2 mL (389.2 mmol) of methyl iodide was added as fast as the effervescence would allow. The ice bath was removed, and the reaction was covered with a nitrogen filled balloon and stirred at room temperature overnight. Starting materials: ClC1=C(C=CC=C1)CCO (2-(2-chloro-phenyl)-ethanol), ICC(=O)OCC (ethyl iodoacetate), C(C)(C)(C)C1=NC(=CC=C1)C(C)(C)C (2,6-di-tert-butylpyridin). Reagents/catalysts: FC(S(=O)(=O)[O-])(F)F.[Ag+] (silver trifluoromethanesulfonate). Product: C(C)OC(COCCC1=C(C=CC=C1)Cl)=O ([2-(2-chloro-phenyl)-ethoxy]-acetic acid ethyl ester). RXN SMILES: [Cl:1][C:2]1[CH:7]=[CH:6][CH:5]=[CH:4][C:3]=1[CH2:8][CH2:9][OH:10].I[CH2:12][C:13]([O:15][CH2:16][CH3:17])=[O:14].C(C1C=CC=C(C(C)(C)C)N=1)(C)(C)C>FC(F)(F)S([O-])(=O)=O.[Ag+]>[CH2:16]([O:15][C:13](=[O:14])[CH2:12][O:10][CH2:9][CH2:8][C:3]1[CH:4]=[CH:5][CH:6]=[CH:7][C:2]=1[Cl:1])[CH3:17] |f:3.4|. Reported procedure: In analogy to the procedure described in example 78.1, 2-(2-chloro-phenyl)-ethanol was reacted with ethyl iodoacetate in the presence of silver trifluoromethanesulfonate and 2,6-di-tert-butylpyridin to give [2-(2-chloro-phenyl)-ethoxy]-acetic acid ethyl ester as yellow liquid. 1H NMR (CDCl3): 1.28 (t, J=7.3 Hz, 3H), 3.09 (t, J=7.1 Hz, 2H), 3.78 (t, J=7.1 Hz, 2H), 4.09 (s, 2H), 4.21 (q, J=7.3 Hz, 2H), 7.13-7.23 (m, 2H), 7.29-7.37 (m, 2H). Starting materials: N[C@@H](CC1=CC=CC=C1)CO (L-phenylalaninol), CC1=CC=C(C=O)C=C1 (4-methylbenzaldehyde), [BH4-].[Na+] (Sodium borohydride). Run in C(C)O (ethanol). Yields the product CC1=CC=C(CN[C@@H](CC2=CC=CC=C2)CO)C=C1 (N-(4-methylbenzyl)-L-phenylalaninol). Isolated yield 87.8%. Reaction SMILES: [NH2:1][C@H:2]([CH2:10][OH:11])[CH2:3][C:4]1[CH:9]=[CH:8][CH:7]=[CH:6][CH:5]=1.[CH3:12][C:13]1[CH:20]=[CH:19][C:16]([CH:17]=O)=[CH:15][CH:14]=1.[BH4-].[Na+]>C(O)C>[CH3:12][C:13]1[CH:20]=[CH:19][C:16]([CH2:17][NH:1][C@H:2]([CH2:10][OH:11])[CH2:3][C:4]2[CH:5]=[CH:6][CH:7]=[CH:8][CH:9]=2)=[CH:15][CH:14]=1 |f:2.3|. Procedure: A solution of L-phenylalaninol (6.0 g) and 4-methylbenzaldehyde (5.3 g) in ethanol (40 ml) was stirred for 30 minutes at room temperature. Sodium borohydride (2.0 g) was added in small portions with stirring and ice-cooling, and then the mixture was stirred for 1.5 hours at room temperature. After removal of the ethanol by evaporation, the residue was acidified with dilute hydrochloric acid and then made alkaline with aqueous sodium hydroxide. The resulting mixture was extracted with chloroform.... The reactants are CCCCc1nc(OC)c(C#N)n1Cc1ccc(-c2ccccc2S(=O)(=O)NC(C)=O)cc1, [K+], O, O=P([O-])(O)O, O=S(=O)(O)O. Product: CCCCc1nc(OC)c(C#N)n1Cc1ccc(-c2ccccc2S(N)(=O)=O)cc1. As a reaction SMILES: [C:1](=[O:2])([CH3:3])[NH:4][S:5](=[O:6])(=[O:7])[c:8]1[c:9](-[c:14]2[cH:15][cH:16][c:17]([CH2:20][n:21]3[c:22]([CH2:30][CH2:31][CH2:32][CH3:33])[n:23][c:24]([O:28][CH3:29])[c:25]3[C:26]#[N:27])[cH:18][cH:19]2)[cH:10][cH:11][cH:12][cH:13]1.[K+:44].[OH2:45].[P:39]([O-:40])([OH:41])([OH:42])=[O:43].[S:34](=[O:35])(=[O:36])([OH:37])[OH:38]>>[NH2:4][S:5](=[O:6])(=[O:7])[c:8]1[c:9](-[c:14]2[cH:15][cH:16][c:17]([CH2:20][n:21]3[c:22]([CH2:30][CH2:31][CH2:32][CH3:33])[n:23][c:24]([O:28][CH3:29])[c:25]3[C:26]#[N:27])[cH:18][cH:19]2)[cH:10][cH:11][cH:12][cH:13]1. Reactants: Cc1ccnc(NC(=O)C(C)(C)C)c1, ClCCl, O. Product: Cc1cc(NC(=O)C(C)(C)C)ncc1Cl. RXN SMILES: [CH3:1][C:2]([C:3](=[O:4])[NH:5][c:6]1[n:7][cH:8][cH:9][c:10]([CH3:12])[cH:11]1)([CH3:13])[CH3:14].[Cl:16][CH2:17][Cl:18].[OH2:15]>>[CH3:1][C:2]([C:3](=[O:4])[NH:5][c:6]1[n:7][cH:8][c:9]([Cl:16])[c:10]([CH3:12])[cH:11]1)([CH3:13])[CH3:14]. Reactants: BrC1=C(N)C=C(C=C1)OC (2-Bromo-5-methoxy-aniline), B(Cl)(Cl)Cl (boron trichloride), C(Cl)Cl (methylene chloride), ClCC#N (chloroacetonitrile), [Cl-].[Al+3].[Cl-].[Cl-] (aluminum chloride), ice water, [BH4-].[Na+] (sodium borohydride). Run in ClCCCl (1,2-dichloroethane). Run at time 30 minute. Yields the product O(C)C1=C2C=CNC2=C(C=C1)Br (4-methoxyl-7-bromoindole). Isolated yield 24.3%. Reaction SMILES: [Br:1][C:2]1[CH:8]=[CH:7][C:6]([O:9][CH3:10])=[CH:5][C:3]=1[NH2:4].B(Cl)(Cl)Cl.C(Cl)Cl.Cl[CH2:19][C:20]#N.[Cl-].[Al+3].[Cl-].[Cl-].[BH4-].[Na+]>ClCCCl>[O:9]([C:6]1[CH:7]=[CH:8][C:2]([Br:1])=[C:3]2[C:5]=1[CH:19]=[CH:20][NH:4]2)[CH3:10] |f:4.5.6.7,8.9|. Reported procedure: 2-Bromo-5-methoxy-aniline (4.4 g, 21.8 mmol) was added dropwise to a solution of boron trichloride in methylene chloride (1.0 M, 24 mL, 24 mmol) cooled with ice water. The reaction mixture was warmed to room temperature, stirred for 30 min, and chloroacetonitrile (4.01 mL, 26.2 mmol) and aluminum chloride (4.01 g, 24.0 mmol) were added, followed by 1,2-dichloroethane (28.5 mL). The reaction mixture was heated to 70° C. to distill off methylene chloride, and then heated to reflux for 24 hrs. Afte... Isolated yield 12.6%. Run in C(C)(=O)O (acetic acid). Procedure details: Next, 100 g of 4-acetyl-5-methyl-2-phenyloxazole N-oxide hydrochloride was dissolved in 500 ml of glacial acetic acid and 100 g of zinc powder was added to the solution while cool stirring within a ice water bath. The separation was filtered after addition of 2 l of water and recrystalization was carried out by addition of methanol to produce 10 g of 4-acetyl-5-methyl-2-phenyloxazole (melting point; 74° to 76° C.). The reagents and catalysts are [Zn] (zinc). The reactants are Cl.C(C)(=O)C=1[N+](=C(OC1C)C1=CC=CC=C1)[O-] (4-acetyl-5-methyl-2-phenyloxazole N-oxide hydrochloride). Product: C(C)(=O)C=1N=C(OC1C)C1=CC=CC=C1 (4-acetyl-5-methyl-2-phenyloxazole). RXN SMILES: Cl.[C:2]([C:5]1[N+:6]([O-])=[C:7]([C:11]2[CH:16]=[CH:15][CH:14]=[CH:13][CH:12]=2)[O:8][C:9]=1[CH3:10])(=[O:4])[CH3:3]>C(O)(=O)C.[Zn]>[C:2]([C:5]1[N:6]=[C:7]([C:11]2[CH:16]=[CH:15][CH:14]=[CH:13][CH:12]=2)[O:8][C:9]=1[CH3:10])(=[O:4])[CH3:3] |f:0.1|. The reactants are CCOC(=O)C1CC(OS(C)(=O)=O)CC1C(=O)N1CCC(F)(F)C1, Cc1ccc(S)nn1. Product: CCOC(=O)C1CC(Sc2ccc(C)nn2)CC1C(=O)N1CCC(F)(F)C1. Reaction SMILES: [CH2:1]([CH3:2])[O:3][C:4](=[O:5])[CH:6]1[CH:7]([C:16](=[O:17])[N:18]2[CH2:19][C:20]([F:23])([F:24])[CH2:21][CH2:22]2)[CH2:8][CH:9]([O:11][S:12]([CH3:13])(=[O:14])=[O:15])[CH2:10]1.[SH:25][c:26]1[n:27][n:28][c:29]([CH3:32])[cH:30][cH:31]1>>[CH2:1]([CH3:2])[O:3][C:4](=[O:5])[CH:6]1[CH:7]([C:16](=[O:17])[N:18]2[CH2:19][C:20]([F:23])([F:24])[CH2:21][CH2:22]2)[CH2:8][CH:9]([S:25][c:26]2[n:27][n:28][c:29]([CH3:32])[cH:30][cH:31]2)[CH2:10]1.